This data is from the Open Reaction Database (ORD), a public repository of structured organic reaction records. The task is: describe an organic reaction: reactants, conditions, products, and yield The reactants are SC(CS(=O)(=O)[O-])CS.[Na+] (sodium 2,3-dimercaptopropanesulfonate), Cl (HCl). The product is SC(CS(=O)(=O)O)CS (2,3-Dimercaptopropanesulfonic acid). Reaction SMILES: [SH:1][CH:2]([CH2:8][SH:9])[CH2:3][S:4]([O-:7])(=[O:6])=[O:5].[Na+].Cl>>[SH:1][CH:2]([CH2:8][SH:9])[CH2:3][S:4]([OH:7])(=[O:6])=[O:5] |f:0.1|. Procedure: prepared from sodium 2,3-dimercaptopropanesulfonate (Aldrich, 95%) by neutralization with HCl or treatment with an acid ion-exchange resin, e.g. DOWEX™ MSC-1. The reactants are C#CCBr, Cc1ccccc1, Nc1cccc2c1OC(F)(F)O2. Yields the product C#CCNc1cccc2c1OC(F)(F)O2. RXN SMILES: [CH2:1]([C:2]#[CH:3])[Br:4].[CH3:17][c:18]1[cH:19][cH:20][cH:21][cH:22][cH:23]1.[NH2:5][c:6]1[cH:7][cH:8][cH:9][c:10]2[c:14]1[O:13][C:12]([F:15])([F:16])[O:11]2>>[CH2:1]([C:2]#[CH:3])[NH:5][c:6]1[cH:7][cH:8][cH:9][c:10]2[c:14]1[O:13][C:12]([F:15])([F:16])[O:11]2. Reactants: C(C)(C)(C)OC(=O)NCCCCCC(=O)O (6-(tert-butoxycarbonylamino)hexanoic acid), raw product, Cl.C(C)OC(CN)=O (glycine ethyl ester hydrochloride). Product: C(C)OC(CNC(CCCCCNC(=O)OC(C)(C)C)=O)=O (N-[6-(tert-butoxycarbonylamino)hexanoyl]glycine ethyl ester). The yield is 127.8%. As a reaction SMILES: [C:1]([O:5][C:6]([NH:8][CH2:9][CH2:10][CH2:11][CH2:12][CH2:13][C:14]([OH:16])=O)=[O:7])([CH3:4])([CH3:3])[CH3:2].Cl.[CH2:18]([O:20][C:21](=[O:24])[CH2:22][NH2:23])[CH3:19]>>[CH2:18]([O:20][C:21](=[O:24])[CH2:22][NH:23][C:14](=[O:16])[CH2:13][CH2:12][CH2:11][CH2:10][CH2:9][NH:8][C:6]([O:5][C:1]([CH3:2])([CH3:3])[CH3:4])=[O:7])[CH3:19] |f:1.2|. Procedure: By working analogously to what described in example 2, 6-(tert-butoxycarbonylamino)hexanoic acid (163 g) was directly condensed with glycine ethyl ester hydrochloride (118 g; 0.845 moles), obtaining thus N-[6-(tert-butoxycarbonylamino)hexanoyl]glycine ethyl ester (285 g) as a raw product which was used as such in the subsequent reaction. Reactants: C(C)C=1C=C(C=CC1CC)C[C@H](C(=O)O)NC(=O)N1CCC(CC1)N1C(NC2=C(CC1)C=CC=C2)=O ((R)-3-(3,4-diethyl-phenyl)-2-{[4-(2-oxo-1,2,4,5-tetrahydro-1,3-benzodiazepin-3-yl)-piperidine-1-carbonyl]-amino}-propionic acid), N1(CCC(CC1)C1CCNCC1)CC(=O)OCC (ethyl [4,4′]bipiperidinyl-1-yl-acetate). Product: C(C)C=1C=C(C=CC1CC)C[C@H](C(=O)N1CCC(CC1)C1CCN(CC1)CC(=O)OCC)NC(=O)N1CCC(CC1)N1C(NC2=C(CC1)C=CC=C2)=O (ethyl [1′-((R)-3-(3,4-diethyl-phenyl)-2-{[4-(2-oxo-1,2,4,5-tetrahydro-1,3-benzodiazepin-3-yl)-piperidine-1-carbonyl]-amino}-propionyl)-[4,4′]bipiperidinyl-1-yl]-acetate). As a reaction SMILES: [CH2:1]([C:3]1[CH:4]=[C:5]([CH2:11][C@@H:12]([NH:16][C:17]([N:19]2[CH2:24][CH2:23][CH:22]([N:25]3[CH2:31][CH2:30][C:29]4[CH:32]=[CH:33][CH:34]=[CH:35][C:28]=4[NH:27][C:26]3=[O:36])[CH2:21][CH2:20]2)=[O:18])[C:13](O)=[O:14])[CH:6]=[CH:7][C:8]=1[CH2:9][CH3:10])[CH3:2].[N:37]1([CH2:49][C:50]([O:52][CH2:53][CH3:54])=[O:51])[CH2:42][CH2:41][CH:40]([CH:43]2[CH2:48][CH2:47][NH:46][CH2:45][CH2:44]2)[CH2:39][CH2:38]1>>[CH2:1]([C:3]1[CH:4]=[C:5]([CH2:11][C@@H:12]([NH:16][C:17]([N:19]2[CH2:20][CH2:21][CH:22]([N:25]3[CH2:31][CH2:30][C:29]4[CH:32]=[CH:33][CH:34]=[CH:35][C:28]=4[NH:27][C:26]3=[O:36])[CH2:23][CH2:24]2)=[O:18])[C:13]([N:46]2[CH2:47][CH2:48][CH:43]([CH:40]3[CH2:41][CH2:42][N:37]([CH2:49][C:50]([O:52][CH2:53][CH3:54])=[O:51])[CH2:38][CH2:39]3)[CH2:44][CH2:45]2)=[O:14])[CH:6]=[CH:7][C:8]=1[CH2:9][CH3:10])[CH3:2]. Reported procedure: Prepared analogously to Example 34 from (R)-3-(3,4-diethyl-phenyl)-2-{[4-(2-oxo-1,2,4,5-tetrahydro-1,3-benzodiazepin-3-yl)-piperidine-1-carbonyl]-amino}-propionic acid and ethyl [4,4′]bipiperidinyl-1-yl-acetate Yield: 86.2%. Reported procedure: A solution of 11.18 g of 3β-acetoxy-14β-hydroxy-5β-pregnane-21-nitrile in 260 ml of methanol, 260 ml of tetrahydrofuran and 143 ml of 1N NaOH was stirred at room temperature for 20 hrs. The mixture was then neutralized with sodium dihydrogenphosphate and extracted with ethyl acetate. The organic layer was dried over anhydrous sodium sulfate and the solvent was evaporated to dryness under reduced pressure to give 8.55 g of 3β,14β-dihydroxy-5β-pregnane-21-nitrile. Product: O[C@@H]1C[C@H]2CC[C@H]3[C@]4(CC[C@H](CC#N)[C@]4(CC[C@@H]3[C@]2(CC1)C)C)O (3β,14β-dihydroxy-5β-pregnane-21-nitrile). The reactants are C(C)(=O)O[C@@H]1C[C@H]2CC[C@H]3[C@]4(CC[C@H](CC#N)[C@]4(CC[C@@H]3[C@]2(CC1)C)C)O (3β-acetoxy-14β-hydroxy-5β-pregnane-21-nitrile), P(=O)(O)(O)[O-].[Na+] (sodium dihydrogenphosphate). The solvent is CO (methanol), O1CCCC1 (tetrahydrofuran), [OH-].[Na+] (NaOH). Reaction SMILES: C([O:4][C@H:5]1[CH2:24][CH2:23][C@@:22]2([CH3:25])[C@H:7]([CH2:8][CH2:9][C@@H:10]3[C@@H:21]2[CH2:20][CH2:19][C@@:18]2([CH3:26])[C@:11]3([OH:27])[CH2:12][CH2:13][C@@H:14]2[CH2:15][C:16]#[N:17])[CH2:6]1)(=O)C.P([O-])(O)(O)=O.[Na+]>CO.O1CCCC1.[OH-].[Na+]>[OH:4][C@H:5]1[CH2:24][CH2:23][C@@:22]2([CH3:25])[C@H:7]([CH2:8][CH2:9][C@@H:10]3[C@@H:21]2[CH2:20][CH2:19][C@@:18]2([CH3:26])[C@:11]3([OH:27])[CH2:12][CH2:13][C@@H:14]2[CH2:15][C:16]#[N:17])[CH2:6]1 |f:1.2,5.6|.